The task is: describe an organic reaction: reactants, conditions, products, and yield. This data is from the Open Reaction Database (ORD), a public repository of structured organic reaction records. The reactants are resultant residue, Cl (HCl), ClC1=C(C2=C(CCN(CC2)C(C(F)(F)F)=O)C=C1)N1C(CCC1)C1=CC=CC=C1 ((+/−)-7-chloro-3-(2,2,2-trifluoroacetyl)-6-(2-phenyl-pyrrolidin-1-yl)-2,3,4,5-tetrahydro-1H-benzo[d]azepine), CO (methanol), ClC1=C(C2=C(CCN(CC2)C(C(F)(F)F)=O)C=C1)N1C(CCC1)C1=CC=CC=C1 ((+/−)-7-chloro-3-(2,2,2-trifluoroacetyl)-6-(2-phenyl-pyrrolidin-1-yl)-2,3,4,5-tetrahydro-1H-benzo[d]azepine). Solvent: C(C)OCC (diethyl ether). Product: Cl.ClC1=C(C2=C(CCNCC2)C=C1)N1C(CCC1)C1=CC=CC=C1 ((+/−)-7-Chloro-6-(2-phenyl-pyrrolidin-1-yl)-2,3,4,5-tetrahydro-1H-benzo[d]azepine hydrochloride). Isolated yield 82.0%. As a reaction SMILES: [Cl:1][C:2]1[CH:18]=[CH:17][C:5]2[CH2:6][CH2:7][N:8](C(=O)C(F)(F)F)[CH2:9][CH2:10][C:4]=2[C:3]=1[N:19]1[CH2:23][CH2:22][CH2:21][CH:20]1[C:24]1[CH:29]=[CH:28][CH:27]=[CH:26][CH:25]=1.CO.Cl>C(OCC)C>[ClH:1].[Cl:1][C:2]1[CH:18]=[CH:17][C:5]2[CH2:6][CH2:7][NH:8][CH2:9][CH2:10][C:4]=2[C:3]=1[N:19]1[CH2:23][CH2:22][CH2:21][CH:20]1[C:24]1[CH:29]=[CH:28][CH:27]=[CH:26][CH:25]=1 |f:4.5|. Procedure details: Treat (+/−)-7-chloro-3-(2,2,2-trifluoroacetyl)-6-(2-phenyl-pyrrolidin-1-yl)-2,3,4,5-tetrahydro-1H-benzo[d]azepine (prepared essentially as described in Preparation 38) (80 mg, 0.19 mmol) with basic methanol in a similar fashion to the isolated enantiomers of (+/−)-7-chloro-3-(2,2,2-trifluoroacetyl)-6-(2-phenyl-pyrrolidin-1-yl)-2,3,4,5-tetrahydro-1H-benzo[d]azepine. Treat the resultant residue with excess 2 N HCl in diethyl ether to give the product as a white solid (57 mg, 82%).